The task is: describe an organic reaction: reactants, conditions, products, and yield. This data is from the Open Reaction Database (ORD), a public repository of structured organic reaction records. The reactants are C1(=CC=CC=C1)O (phenol), NCC=1C(=C(C(=CC1)Br)OC=1C=C(C#N)C=C(C1)Cl)F (3-{[3-(aminomethyl)-6-bromo-2-fluorophenyl]oxy}-5-chlorobenzonitrile), CN(C)\C=N\C=1N=CNC1C(=O)OCC (ethyl 4-{[(1E)-(dimethylamino)methylidene]amino}-1H-imidazole-5-carboxylate). The solvent is C(Cl)Cl (DCM). Yields the product 0.070, BrC1=CC=C(C(=C1OC=1C=C(C#N)C=C(C1)Cl)F)CN1C=NC=2N=CNC2C1=O (3-({6-bromo-2-fluoro-3-[(6-oxo-6,7-dihydro-1H-purin-1-yl)methyl]phenyl}oxy)-5-chlorobenzonitrile). Yield: 34.0%. Reaction SMILES: [NH2:1][CH2:2][C:3]1[C:4]([F:20])=[C:5]([O:10][C:11]2[CH:12]=[C:13]([CH:16]=[C:17]([Cl:19])[CH:18]=2)[C:14]#[N:15])[C:6]([Br:9])=[CH:7][CH:8]=1.CN(/[CH:24]=[N:25]/[C:26]1[N:27]=[CH:28][NH:29][C:30]=1[C:31](OCC)=[O:32])C.C1(O)C=CC=CC=1>C(Cl)Cl>[Br:9][C:6]1[C:5]([O:10][C:11]2[CH:12]=[C:13]([CH:16]=[C:17]([Cl:19])[CH:18]=2)[C:14]#[N:15])=[C:4]([F:20])[C:3]([CH2:2][N:1]2[C:31](=[O:32])[C:30]3[NH:29][CH:28]=[N:27][C:26]=3[N:25]=[CH:24]2)=[CH:8][CH:7]=1. Procedure: The title compound was prepared in a manner similar to that described herein using 3-{[3-(aminomethyl)-6-bromo-2-fluorophenyl]oxy}-5-chlorobenzonitrile (0.15 g, 0.422 mmol), ethyl 4-{[(1E)-(dimethylamino)methylidene]amino}-1H-imidazole-5-carboxylate (0.098 g, 0.464 mmol) and phenol (0.052 g, 0.548 mmol) in DCM (2 mL) to give 0.070 (34%) of the title compound. 1H NMR (400 MHz, DMSO-d6) δ ppm 8.44 (s, 1H), 8.17 (s, 1H), 7.82 (s, 1H), 7.59 (d, 1H), 7.52 (s, 1H), 7.46 (s, 1H), 7.15 (t, 1H), 5.28 (s,... Reactants: CN(CCO)CCO (N-methyldiethanolamine), C(CCCCCCC\C=C/C\C=C/CCCCC)(=O)O (linoleic acid). Yields the product CN(CCOC(CCCCCCC\C=C/C\C=C/CCCCC)=O)CCOC(CCCCCCC\C=C/C\C=C/CCCCC)=O (N-Methyl-N,N-bis(2-((9Z,12Z)-1-oxooctadec-9,12-dienyloxy)ethyl)amine). As a reaction SMILES: [CH3:1][N:2]([CH2:6][CH2:7][OH:8])[CH2:3][CH2:4][OH:5].[C:9]([OH:28])(=O)[CH2:10][CH2:11][CH2:12][CH2:13][CH2:14][CH2:15][CH2:16]/[CH:17]=[CH:18]\[CH2:19]/[CH:20]=[CH:21]\[CH2:22][CH2:23][CH2:24][CH2:25][CH3:26]>>[CH3:1][N:2]([CH2:6][CH2:7][O:8][C:9](=[O:28])[CH2:10][CH2:11][CH2:12][CH2:13][CH2:14][CH2:15][CH2:16]/[CH:17]=[CH:18]\[CH2:19]/[CH:20]=[CH:21]\[CH2:22][CH2:23][CH2:24][CH2:25][CH3:26])[CH2:3][CH2:4][O:5][C:9](=[O:28])[CH2:10][CH2:11][CH2:12][CH2:13][CH2:14][CH2:15][CH2:16]/[CH:17]=[CH:18]\[CH2:19]/[CH:20]=[CH:21]\[CH2:22][CH2:23][CH2:24][CH2:25][CH3:26]. Procedure details: Compound A-5 (348 mg, 54.0%) was obtained in the same manner as that in Reference Example 2, by using N-methyldiethanolamine (Tokyo Chemical Industry Co., Ltd.; 119 mg, 1.00 mmol) and linoleic acid (Aldrich; 617 mg, 2.20 mmol). The reactants are S(=O)(=O)([O-])S(=O)[O-].[Na+].[Na+] (sodium metabisulphite), N(=O)[O-].[Na+] (sodium nitrite), Be hydrochloric acid, [I-].[Na+] (sodium iodide), NC1=C(C=C(C=C1)N1C(NC(C1=O)(C)C)=O)C(F)(F)F (3-[4-amino 3-(trifluoromethyl) phenyl]5,5-dimethyl 2,4-imidazolidine dione). Reaction conditions: time 15 minute. The product is CC1(C(N(C(N1)=O)C1=CC(=C(C=C1)I)C(F)(F)F)=O)C (5,5-dimethyl-3-(4-iodo 3-(trifluoromethyl) phenyl) -2,4-imidazolidine dione). Procedure: 140 g of the product of Example 1 and 210 ml of demineralized water are introduced at 20°±2° C., agitation is carried out and 210 ml of pure 22°Be hydrochloric acid is added over about 5 minutes. The reaction medium is maintained at 35°-40° C. for 30 minutes under agitation then cooled down to 0°±5° C. under agitation. Then 28 ml of methylene chloride is added, a solution of 43.7 g of sodium nitrite in 70 ml of demineralized water is then added over about 30 minutes, at 0°±5° C. The reaction med... Run in C(Cl)Cl (methylene chloride), C(Cl)Cl (methylene chloride), O (water), O (water), O (water). Reaction SMILES: N[C:2]1[CH:7]=[CH:6][C:5]([N:8]2[C:12](=[O:13])[C:11]([CH3:15])([CH3:14])[NH:10][C:9]2=[O:16])=[CH:4][C:3]=1[C:17]([F:20])([F:19])[F:18].N([O-])=O.[Na+].[I-:25].[Na+].S(S([O-])=O)([O-])(=O)=O.[Na+].[Na+]>O.C(Cl)Cl>[CH3:14][C:11]1([CH3:15])[NH:10][C:9](=[O:16])[N:8]([C:5]2[CH:6]=[CH:7][C:2]([I:25])=[C:3]([C:17]([F:20])([F:19])[F:18])[CH:4]=2)[C:12]1=[O:13] |f:1.2,3.4,5.6.7|. Yield: 95.1%. The reactants are N#Cc1ccccc1S(=O)(=O)Cl, CC(C)CNCc1ccc(-c2cccc(S(C)(=O)=O)c2)s1, CCN(C(C)C)C(C)C, ClCCl. Product: CC(C)CN(Cc1ccc(-c2cccc(S(C)(=O)=O)c2)s1)S(=O)(=O)c1ccccc1C#N. Reaction SMILES: [C:22](#[N:23])[c:24]1[c:25]([S:30](=[O:31])(=[O:32])[Cl:33])[cH:26][cH:27][cH:28][cH:29]1.[CH2:1]([CH:2]([CH3:3])[CH3:4])[NH:5][CH2:6][c:7]1[s:8][c:9](-[c:12]2[cH:13][c:14]([S:18](=[O:19])(=[O:20])[CH3:21])[cH:15][cH:16][cH:17]2)[cH:10][cH:11]1.[CH:34]([N:35]([CH2:36][CH3:37])[CH:38]([CH3:39])[CH3:40])([CH3:41])[CH3:42].[Cl:43][CH2:44][Cl:45]>>[CH2:1]([CH:2]([CH3:3])[CH3:4])[N:5]([CH2:6][c:7]1[s:8][c:9](-[c:12]2[cH:13][c:14]([S:18](=[O:19])(=[O:20])[CH3:21])[cH:15][cH:16][cH:17]2)[cH:10][cH:11]1)[S:30]([c:25]1[c:24]([C:22]#[N:23])[cH:29][cH:28][cH:27][cH:26]1)(=[O:31])=[O:32]. Starting materials: BrC1=CC(=C(C=C1)CC(=O)N)F (2-(4-bromo-2-fluorophenyl)acetamide), BrN1C(CCC1=O)=O (N-bromosuccinimide), N(=NC(C#N)(C)C)C(C#N)(C)C (2,2′-azobis(2-methylpropionitrile)). Run in C(Cl)(Cl)(Cl)Cl (carbon tetrachloride). Conditions: temperature 85 celsius. The product is BrC(C(=O)N)C1=C(C=C(C=C1)Br)F (2-bromo-2-(4-bromo-2-fluorophenyl)acetamide). Isolated yield 39.0%. Reaction SMILES: [Br:1][C:2]1[CH:7]=[CH:6][C:5]([CH2:8][C:9]([NH2:11])=[O:10])=[C:4]([F:12])[CH:3]=1.[Br:13]N1C(=O)CCC1=O.N(C(C)(C)C#N)=NC(C)(C)C#N>C(Cl)(Cl)(Cl)Cl>[Br:13][CH:8]([C:5]1[CH:6]=[CH:7][C:2]([Br:1])=[CH:3][C:4]=1[F:12])[C:9]([NH2:11])=[O:10]. Procedure: To a suspension of 2-(4-bromo-2-fluorophenyl)acetamide (29.7 mmol) and N-bromosuccinimide (37.2 mmol) in anhydrous carbon tetrachloride (85 ml) was added 2,2′-azobis(2-methylpropionitrile) (1.487 mmol). The reaction mixture was heated at 85° C. for 4 days. The resulting suspension was concentrated in vacuo and the residue was taken into brine and then extracted with ethyl acetate. The combined extracts were dried over sodium sulfate and decolorizing charcoal, filtered through a short pad of celi... Starting materials: CC(C)(C)OC(=O)NC(Cc1ccc2ccccc2c1)C(=O)O, CNC(Cc1ccc2ccccc2c1)c1nc(C(=O)OC(C)C)no1, CN(C)C=O, On1nnc2cccnc21. The product is CC(C)OC(=O)c1noc(C(Cc2ccc3ccccc3c2)N(C)C(=O)C(Cc2ccc3ccccc3c2)NC(=O)OC(C)(C)C)n1. Reaction SMILES: [C:11]([CH3:12])([CH3:13])([CH3:14])[O:15][C:16](=[O:17])[NH:18][CH:19]([CH2:20][c:21]1[cH:22][c:23]2[cH:24][cH:25][cH:26][cH:27][c:28]2[cH:29][cH:30]1)[C:31](=[O:32])[OH:33].[CH3:34][CH:35]([CH3:36])[O:37][C:38](=[O:39])[c:40]1[n:41][o:42][c:43]([CH:45]([CH2:46][c:47]2[cH:48][c:49]3[cH:50][cH:51][cH:52][cH:53][c:54]3[cH:55][cH:56]2)[NH:57][CH3:58])[n:44]1.[CH3:59][N:60]([CH3:61])[CH:62]=[O:63].[OH:1][n:2]1[c:3]2[n:4][cH:5][cH:6][cH:7][c:8]2[n:9][n:10]1>>[C:11]([CH3:12])([CH3:13])([CH3:14])[O:15][C:16](=[O:17])[NH:18][CH:19]([CH2:20][c:21]1[cH:22][c:23]2[cH:24][cH:25][cH:26][cH:27][c:28]2[cH:29][cH:30]1)[C:31](=[O:32])[N:57]([CH:45]([c:43]1[o:42][n:41][c:40]([C:38]([O:37][CH:35]([CH3:34])[CH3:36])=[O:39])[n:44]1)[CH2:46][c:47]1[cH:48][c:49]2[cH:50][cH:51][cH:52][cH:53][c:54]2[cH:55][cH:56]1)[CH3:58]. Starting materials: CuO ZnO Aluminium oxide, OC1=CC=C(C=O)C=C1 (4-hydroxybenzaldehyde), C(C1=CC=CC=C1)=O (benzaldehyde), [H][H] (hydrogen). The solvent is CO (methanol), CO (methanol). Conditions: time 2.5 hour. The product is OC1=CC=C(CO)C=C1 (4-hydroxybenzyl alcohol). As a reaction SMILES: [H][H].[OH:3][C:4]1[CH:11]=[CH:10][C:7]([CH:8]=[O:9])=[CH:6][CH:5]=1.C(=O)C1C=CC=CC=1>CO>[OH:3][C:4]1[CH:11]=[CH:10][C:7]([CH2:8][OH:9])=[CH:6][CH:5]=1. Procedure: A 1.0 g quantity of the catalyst (CuO/ZnO/Aluminium oxide) in 50 ml methanol was placed in a 300 ml capacity Parr reactor. The contents were treated with hydrogen at 170° C., under pressure of 400-500 psig for 2-3 hrs. Cooled to room temperature, depressurized, followed by the addition of 10.0 g of 4-hydroxybenzaldehyde, in 50 ml of methanol. Hydrogenation was carried out at 170° C., under a pressure of 400-500 psig, for 2-3 hrs. The conversion of benzaldehyde was 100% providing 100% selectivity... Starting materials: OC(C(=O)OCC)(C)C=1C=CC2=C(N(CC3=C(N2)N=C(C=C3)C(F)(F)F)S(=O)(=O)C3=CC=C(C=C3)OC(F)(F)F)C1 (Ethyl 2-hydroxy-2-[6-{[4-(trifluoromethoxy)phenyl]sulfonyl}-2-(trifluoromethyl)-6,11-dihydro-5H-pyrido[2,3-b][1,5]benzodiazepin-8-yl]propanoate), O=C(C(=O)OCC)C=1C=CC2=C(N(CC3=C(N2)N=C(C=C3)C(F)(F)F)S(=O)(=O)C3=CC=C(C=C3)OC(F)(F)F)C1 (ethyl oxo[6-{[4-(trifluoro-methoxy)phenyl]sulfonyl}-2-(trifluoromethyl)-6,11-dihydro-5H-pyrido[2,3-b][1,5]benzodiazepin-8-yl]acetate), C[Mg+].[Br-] (MeMgBr), [NH4+].[Cl-] (NH4Cl), C(=O)(O)[O-].[Na+] (NaHCO3). The solvent is C1CCOC1 (THF), C1(=CC=CC=C1)C (toluene). Conditions: temperature 0 celsius, time 30 minute. The product is OC(C(=O)O)(C)C=1C=CC2=C(N(CC3=C(N2)N=C(C=C3)C(F)(F)F)S(=O)(=O)C3=CC=C(C=C3)OC(F)(F)F)C1 (2-Hydroxy-2-[6-{[4-(trifluoromethoxy)phenyl]sulfonyl}-2-(trifluoromethyl)-6,11-dihydro-5H-pyrido[2,3-b][1,5]benzodiazepin-8-yl]propanoic acid). As a reaction SMILES: [OH:1][C:2]([C:9]1[CH:10]=[CH:11][C:12]2[NH:18][C:17]3[N:19]=[C:20]([C:23]([F:26])([F:25])[F:24])[CH:21]=[CH:22][C:16]=3[CH2:15][N:14]([S:27]([C:30]3[CH:35]=[CH:34][C:33]([O:36][C:37]([F:40])([F:39])[F:38])=[CH:32][CH:31]=3)(=[O:29])=[O:28])[C:13]=2[CH:41]=1)([CH3:8])[C:3]([O:5]CC)=[O:4].O=C(C1C=CC2NC3N=C(C(F)(F)F)C=CC=3CN(S(C3C=CC(OC(F)(F)F)=CC=3)(=O)=O)C=2C=1)C(OCC)=O.C[Mg+].[Br-].[NH4+].[Cl-].C([O-])(O)=O.[Na+]>C1COCC1.C1(C)C=CC=CC=1>[OH:1][C:2]([C:9]1[CH:10]=[CH:11][C:12]2[NH:18][C:17]3[N:19]=[C:20]([C:23]([F:25])([F:26])[F:24])[CH:21]=[CH:22][C:16]=3[CH2:15][N:14]([S:27]([C:30]3[CH:35]=[CH:34][C:33]([O:36][C:37]([F:38])([F:40])[F:39])=[CH:32][CH:31]=3)(=[O:29])=[O:28])[C:13]=2[CH:41]=1)([CH3:8])[C:3]([OH:5])=[O:4] |f:2.3,4.5,6.7|. Reported procedure: Ethyl 2-hydroxy-2-[6-{[4-(trifluoromethoxy)phenyl]sulfonyl}-2-(trifluoromethyl)-6,11-dihydro-5H-pyrido[2,3-b][1,5]benzodiazepin-8-yl]propanoate To a solution of ethyl oxo[6-{[4-(trifluoro-methoxy)phenyl]sulfonyl}-2-(trifluoromethyl)-6,11-dihydro-5H-pyrido[2,3-b][1,5]benzodiazepin-8-yl]acetate (103 mg, 0.175 mmol, Example 510) in THF was added a solution of MeMgBr (0.25 ml, 0.35 mmol) in toluene (1.4 M) and the solution was stirred for 30 min. at 0° C. The LC-MS showed the reaction was almost com... Starting materials: Cc1ncccc1Br, O=C1CCC(=O)N1Br, ClC(Cl)(Cl)Cl. RXN SMILES: [Br:1][c:2]1[c:3]([CH3:8])[n:4][cH:5][cH:6][cH:7]1.[Br:9][N:10]1[C:11](=[O:12])[CH2:13][CH2:14][C:15]1=[O:16].[C:17]([Cl:18])([Cl:19])([Cl:20])[Cl:21]>>[Br:1][c:2]1[c:3]([CH2:8][Br:9])[n:4][cH:5][cH:6][cH:7]1. Product: BrCc1ncccc1Br.